Dataset: the Open Reaction Database (ORD), a public repository of structured organic reaction records. Task: describe an organic reaction: reactants, conditions, products, and yield The reactants are ClC[Si](C=1OC=CC1C)(C)C (chloromethyl(dimethyl)(3-methyl-2-furyl)silane), [I-].[Na+] (sodium iodide). Solvent: CC(CC)=O (butanone). The product is IC[Si](C=1OC=CC1C)(C)C (iodomethyl(dimethyl)(3-methyl-2-furanyl)silane). As a reaction SMILES: Cl[CH2:2][Si:3]([CH3:11])([CH3:10])[C:4]1[O:5][CH:6]=[CH:7][C:8]=1[CH3:9].[I-:12].[Na+]>CC(=O)CC>[I:12][CH2:2][Si:3]([CH3:11])([CH3:10])[C:4]1[O:5][CH:6]=[CH:7][C:8]=1[CH3:9] |f:1.2|. Procedure details: Reflux chloromethyl(dimethyl)(3-methyl-2-furyl)silane (114.5 mmol) in butanone (200 mL) containing sodium iodide (116 mmol) for 4 h, according to the procedure described in Example 1, step b to provide the title compound. Reactants: COC(=O)CC(O)C(=O)OC, [Li]CCCC, CI, CC(=O)O, CC(C)NC(C)C, C1CCOC1, O. Product: COC(=O)C(C)C(O)C(=O)OC. Reaction SMILES: [C:13]([CH:14]([OH:15])[CH2:16][C:17](=[O:18])[O:19][CH3:20])(=[O:21])[O:22][CH3:23].[CH2:8]([Li:9])[CH2:10][CH2:11][CH3:12].[CH3:24][I:25].[CH3:31][C:32](=[O:33])[OH:34].[CH:1]([NH:2][CH:3]([CH3:4])[CH3:5])([CH3:6])[CH3:7].[O:26]1[CH2:27][CH2:28][CH2:29][CH2:30]1.[OH2:35]>>[CH3:1][CH:16]([CH:14]([C:13](=[O:21])[O:22][CH3:23])[OH:15])[C:17](=[O:18])[O:19][CH3:20]. Starting materials: COC(=O)C=1SC(=CC1N(C1CCNCC1)C(=O)[C@@H]1CC[C@H](CC1)C)C1=CCCCC1 (5-cyclohex-1-enyl-3-[(trans-4-methyl-cyclohexanecarbonyl)-piperidin-4-yl-amino]-thiophene-2-carboxylic acid methyl ester), BrCC=1C=NC=CC1 (3-bromomethylpyridine), ester. Yields the product C1(=CCCCC1)C1=CC(=C(S1)C(=O)O)N(C1CCN(CC1)CC=1C=NC=CC1)C(=O)[C@@H]1CC[C@H](CC1)C (5-Cyclohex-1-enyl-3-[(trans-4-methyl-cyclohexanecarbonyl)-(1-pyridin-3-ylmethyl-piperidin-4-yl)-amino]-thiophene-2-carboxylic acid). RXN SMILES: C[O:2][C:3]([C:5]1[S:6][C:7]([C:26]2[CH2:31][CH2:30][CH2:29][CH2:28][CH:27]=2)=[CH:8][C:9]=1[N:10]([C:17]([C@H:19]1[CH2:24][CH2:23][C@H:22]([CH3:25])[CH2:21][CH2:20]1)=[O:18])[CH:11]1[CH2:16][CH2:15][NH:14][CH2:13][CH2:12]1)=[O:4].Br[CH2:33][C:34]1[CH:35]=[N:36][CH:37]=[CH:38][CH:39]=1>>[C:26]1([C:7]2[S:6][C:5]([C:3]([OH:2])=[O:4])=[C:9]([N:10]([C:17]([C@H:19]3[CH2:24][CH2:23][C@H:22]([CH3:25])[CH2:21][CH2:20]3)=[O:18])[CH:11]3[CH2:12][CH2:13][N:14]([CH2:33][C:34]4[CH:35]=[N:36][CH:37]=[CH:38][CH:39]=4)[CH2:15][CH2:16]3)[CH:8]=2)[CH2:31][CH2:30][CH2:29][CH2:28][CH:27]=1. Procedure: Alkylation of 5-cyclohex-1-enyl-3-[(trans-4-methyl-cyclohexanecarbonyl)-piperidin-4-yl-amino]-thiophene-2-carboxylic acid methyl ester with 3-bromomethylpyridine and subsequent hydrolysis of the derived ester afforded the title compound compound #121 The reactants are O=C([O-])[O-], FC(F)(F)c1cc(CCl)ccc1C1CCCC1, [Cs+], [Cs+], CN(C)C=O, O, CCOC(=O)CC1CCn2c1nc1cc(O)ccc12. The product is CCOC(=O)CC1CCn2c1nc1cc(OCc3ccc(C4CCCC4)c(C(F)(F)F)c3)ccc12. As a reaction SMILES: [C:20](=[O:21])([O-:22])[O-:23].[Cl:26][CH2:27][c:28]1[cH:29][c:30]([C:39]([F:40])([F:41])[F:42])[c:31]([CH:34]2[CH2:35][CH2:36][CH2:37][CH2:38]2)[cH:32][cH:33]1.[Cs+:24].[Cs+:25].[O:43]=[CH:44][N:45]([CH3:46])[CH3:47].[OH2:48].[OH:1][c:2]1[cH:3][cH:4][c:5]2[c:6]([n:7][c:8]3[n:9]2[CH2:10][CH2:11][CH:12]3[CH2:13][C:14](=[O:15])[O:16][CH2:17][CH3:18])[cH:19]1>>[O:1]([c:2]1[cH:3][cH:4][c:5]2[c:6]([n:7][c:8]3[n:9]2[CH2:10][CH2:11][CH:12]3[CH2:13][C:14](=[O:15])[O:16][CH2:17][CH3:18])[cH:19]1)[CH2:27][c:28]1[cH:29][c:30]([C:39]([F:40])([F:41])[F:42])[c:31]([CH:34]2[CH2:35][CH2:36][CH2:37][CH2:38]2)[cH:32][cH:33]1.